From a dataset of the Open Reaction Database (ORD), a public repository of structured organic reaction records. describe an organic reaction: reactants, conditions, products, and yield The reactants are Cl, O=Cc1ccc(F)c(C(=O)Nc2nn(C(c3ccccc3)(c3ccccc3)c3ccccc3)c3ccc(Cc4cc(F)cc(F)c4)cc23)c1, C1COCCO1. The product is O=Cc1ccc(F)c(C(=O)Nc2n[nH]c3ccc(Cc4cc(F)cc(F)c4)cc23)c1. Reaction SMILES: [ClH:50].[F:1][c:2]1[cH:3][c:4]([CH2:5][c:6]2[cH:7][c:8]3[c:9]([NH:34][C:35]([c:36]4[c:37]([F:44])[cH:38][cH:39][c:40]([CH:42]=[O:43])[cH:41]4)=[O:45])[n:10][n:11]([C:15]([c:16]4[cH:17][cH:18][cH:19][cH:20][cH:21]4)([c:22]4[cH:23][cH:24][cH:25][cH:26][cH:27]4)[c:28]4[cH:29][cH:30][cH:31][cH:32][cH:33]4)[c:12]3[cH:13][cH:14]2)[cH:46][c:47]([F:49])[cH:48]1.[O:51]1[CH2:52][CH2:53][O:54][CH2:55][CH2:56]1>>[F:1][c:2]1[cH:3][c:4]([CH2:5][c:6]2[cH:7][c:8]3[c:9]([NH:34][C:35]([c:36]4[c:37]([F:44])[cH:38][cH:39][c:40]([CH:42]=[O:43])[cH:41]4)=[O:45])[n:10][nH:11][c:12]3[cH:13][cH:14]2)[cH:46][c:47]([F:49])[cH:48]1. The reactants are FC=1C=C(OC2(CC(CCC2)NC(=O)C=2C=C3C(=NN(C3=CC2)C(C2=CC=CC=C2)(C2=CC=CC=C2)C2=CC=CC=C2)C2=CC(=NC=C2)C)CO)C=CC1 (N-(3-(3-fluorophenoxy)-3-(hydroxymethyl)cyclohexyl)-3-(2-methylpyridin-4-yl)-1-trityl-1H-indazole-5-carboxamide), [SiH](CC)(CC)CC (Et3SiH). Run in C(=O)(C(F)(F)F)O (TFA). Reaction conditions: time 5 minute. Product: FC=1C=C(OC2(CC(CCC2)NC(=O)C=2C=C3C(=NNC3=CC2)C2=CC(=NC=C2)C)CO)C=CC1 (N-(3-(3-fluorophenoxy)-3-(hydroxymethyl)cyclohexyl)-3-(2-methylpyridin-4-yl)-1H-indazole-5-carboxamide). RXN SMILES: [F:1][C:2]1[CH:3]=[C:4]([CH:52]=[CH:53][CH:54]=1)[O:5][C:6]1([CH2:50][OH:51])[CH2:11][CH2:10][CH2:9][CH:8]([NH:12][C:13]([C:15]2[CH:16]=[C:17]3[C:21](=[CH:22][CH:23]=2)[N:20](C(C2C=CC=CC=2)(C2C=CC=CC=2)C2C=CC=CC=2)[N:19]=[C:18]3[C:43]2[CH:48]=[CH:47][N:46]=[C:45]([CH3:49])[CH:44]=2)=[O:14])[CH2:7]1.[SiH](CC)(CC)CC>C(O)(C(F)(F)F)=O>[F:1][C:2]1[CH:3]=[C:4]([CH:52]=[CH:53][CH:54]=1)[O:5][C:6]1([CH2:50][OH:51])[CH2:11][CH2:10][CH2:9][CH:8]([NH:12][C:13]([C:15]2[CH:16]=[C:17]3[C:21](=[CH:22][CH:23]=2)[NH:20][N:19]=[C:18]3[C:43]2[CH:48]=[CH:47][N:46]=[C:45]([CH3:49])[CH:44]=2)=[O:14])[CH2:7]1. Procedure: N-(3-(3-fluorophenoxy)-3-(hydroxymethyl)cyclohexyl)-3-(2-methylpyridin-4-yl)-1-trityl-1H-indazole-5-carboxamide was stirred in neat TFA at room temperature for 10 minutes, and then Et3SiH (5 equiv.) was added. The reaction mixture was stirred at room temperature for 5 minutes, and then concentrated. The product was obtained after purification by reverse phase HPLC. The diastereomers were separated and enantiomers were separated on chiral column (AD) on a HPLC.